This data is from the Open Reaction Database (ORD), a public repository of structured organic reaction records. The task is: describe an organic reaction: reactants, conditions, products, and yield Starting materials: C1NCCN2[C@H]1C1=C(CC3=C2C=CC=C3)C=CC=C1 ((S)-1,2,3,4,10,14b-hexahydrodibenzo[c,f]pyrazino[1,2-a]azepine), ClCCOCC(=O)OCC (ethyl 2-choroethoxyacetate), C([O-])([O-])=O.[Na+].[Na+] (sodium carbonate). The reagents and catalysts are [I-].[Na+] (sodium iodide). Run in CC(CC(C)=O)C (4-methyl-2-pentanone). Product: C1N(CCN2[C@H]1C1=C(CC3=C2C=CC=C3)C=CC=C1)CCOCC(=O)OCC (Ethyl (S)-2-(1,2,3,4,10,14b-hexahydrodibenzo[c,f]pyrazino[1,2-a]azepin-2-yl)ethoxyacetate). Isolated yield 90.9%. As a reaction SMILES: [CH2:1]1[C@@H:6]2[C:7]3[CH:19]=[CH:18][CH:17]=[CH:16][C:8]=3[CH2:9][C:10]3[CH:15]=[CH:14][CH:13]=[CH:12][C:11]=3[N:5]2[CH2:4][CH2:3][NH:2]1.Cl[CH2:21][CH2:22][O:23][CH2:24][C:25]([O:27][CH2:28][CH3:29])=[O:26].C(=O)([O-])[O-].[Na+].[Na+]>[I-].[Na+].CC(C)CC(=O)C>[CH2:1]1[C@@H:6]2[C:7]3[CH:19]=[CH:18][CH:17]=[CH:16][C:8]=3[CH2:9][C:10]3[CH:15]=[CH:14][CH:13]=[CH:12][C:11]=3[N:5]2[CH2:4][CH2:3][N:2]1[CH2:21][CH2:22][O:23][CH2:24][C:25]([O:27][CH2:28][CH3:29])=[O:26] |f:2.3.4,5.6|. Reported procedure: 32.48 g of (S)-1,2,3,4,10,14b-hexahydrodibenzo[c,f]pyrazino[1,2-a]azepine (prepared as described in Preparation 3), 22.7 g of ethyl 2-choroethoxyacetate, 48.9 g of sodium carbonate and 0.79 g of sodium iodide were added to 340 ml of 4-methyl-2-pentanone, and the mixture was heated under reflux for 16 hours. At the end of this time, it was cooled to room temperature and was filtered using a Celite filter aid, and the filtrate was concentrated by evaporation under reduced pressure. The resulting r... The reactants are ( B ), N (ammonia), ester, C1=CC(=O)OC=C1C(=O)O (coumalic acid). Yields the product OC1=NC=C(C=C1)C(=O)O (2-hydroxy-5-pyridinecarboxylic acid). RXN SMILES: [CH:1]1[C:7]([C:8]([OH:10])=[O:9])=[CH:6]O[C:3](=[O:4])[CH:2]=1.[NH3:11]>>[OH:4][C:3]1[CH:2]=[CH:1][C:7]([C:8]([OH:10])=[O:9])=[CH:6][N:11]=1. Procedure: 2-Hydroxypyridine or quinoline carboxylic acids and esters are useful as herbicide and pharmaceutical intermediates. One method for their preparation involves oxidizing quinolinic acid to obtain 2 3-bis(methoxycarbonyl)pyridine N-oxide, treating the N-oxide with acetic anhydride to give the 2-acetoxy compound, and hydrolyzing to give 6-hydroxy-2,3-dimethoxycarboxylpyridine in 27.5% overall yield; see E. Spinner et al., J. Chem. Soc. (B), 289 (1971). Another method involves reacting an ester of c...